This data is from the Open Reaction Database (ORD), a public repository of structured organic reaction records. The task is: describe an organic reaction: reactants, conditions, products, and yield RXN SMILES: [C:25]([OH:26])(=[O:27])[CH3:28].[CH2:19]1[CH2:20][CH2:21][NH:22][CH2:23][CH2:24]1.[CH3:1][C:2](=[O:3])[CH2:4][C:5]([CH3:6])=[O:7].[CH:29]([OH:30])([CH3:31])[CH3:32].[N+:8](=[O:9])([O-:10])[c:11]1[cH:12][cH:13][c:14]([CH:15]=[O:16])[cH:17][cH:18]1>>[CH3:1][C:2](=[O:3])[C:4]([C:5]([CH3:6])=[O:7])=[CH:15][c:14]1[cH:13][cH:12][c:11]([N+:8](=[O:9])[O-:10])[cH:18][cH:17]1. Product: CC(=O)C(=Cc1ccc([N+](=O)[O-])cc1)C(C)=O. Starting materials: CC(=O)O, C1CCNCC1, CC(=O)CC(C)=O, CC(C)O, O=Cc1ccc([N+](=O)[O-])cc1.